The task is: describe an organic reaction: reactants, conditions, products, and yield. This data is from the Open Reaction Database (ORD), a public repository of structured organic reaction records. Reactants: C(C)OP(=O)(OCC)COCCCBr (3-(diethylphosphonomethoxy)-1-bromopropane), O (water), [H-].[Li+] (lithium hydride), NC1=NC(=C2NC=NC2=N1)OCCOC (2-amino-6-methoxyethoxy purine). Run in CN(C=O)C (DMF), CN(C=O)C (dimethylformamide). Run at temperature 25 celsius, time 60 minute. Yields the product NC1=NC(=C2N=CN(C2=N1)CCCOCP(=O)(OCC)OCC)OCCOC (2-amino-9-(3-(diethylphosphonomethoxy)propyl]-6-methoxyethoxy purine). As a reaction SMILES: [H-].[Li+].[NH2:3][C:4]1[N:12]=[C:11]2[C:7]([NH:8][CH:9]=[N:10]2)=[C:6]([O:13][CH2:14][CH2:15][O:16][CH3:17])[N:5]=1.[CH2:18]([O:20][P:21]([CH2:26][O:27][CH2:28][CH2:29][CH2:30]Br)([O:23][CH2:24][CH3:25])=[O:22])[CH3:19].O>CN(C)C=O>[NH2:3][C:4]1[N:12]=[C:11]2[C:7]([N:8]=[CH:9][N:10]2[CH2:30][CH2:29][CH2:28][O:27][CH2:26][P:21]([O:23][CH2:24][CH3:25])([O:20][CH2:18][CH3:19])=[O:22])=[C:6]([O:13][CH2:14][CH2:15][O:16][CH3:17])[N:5]=1 |f:0.1|. Procedure: To a suspension of lithium hydride (560 mg, 60 mmol) in dry dimethylformamide (DMF, 200 ml) was added 2-amino-6-methoxyethoxy purine (8.0 g, 40 mmol) (prepared according to the literature procedure: J. Kjellberg, M. Liljenberg and N. G. Johansson, Tetrahedron Lett. 877, 1986]and stirred for 60 min at 25° C. To this solution was added over 3 min a solution of 3-(diethylphosphonomethoxy)-1-bromopropane (12.0 g, 41.5 mmol) in DMF (5 mL) and the solution was heated at 55° C. for 4 h. The reaction mi... Starting materials: C1CCOC1, CC(C)(C)[O-], CN1CCN(c2ncc[nH]c2=O)CC1, CS(=O)(=O)OCCOc1cc(F)c(F)cc1F, [K+], O. The product is CN1CCN(c2nccn(CCOc3cc(F)c(F)cc3F)c2=O)CC1. Reaction SMILES: [CH2:39]1[O:40][CH2:41][CH2:42][CH2:43]1.[CH3:15][C:16]([CH3:17])([O-:18])[CH3:19].[CH3:1][N:2]1[CH2:3][CH2:4][N:5]([c:8]2[c:9](=[O:14])[nH:10][cH:11][cH:12][n:13]2)[CH2:6][CH2:7]1.[CH3:21][S:22]([O:23][CH2:26][CH2:27][O:28][c:29]1[c:30]([F:37])[cH:31][c:32]([F:36])[c:33]([F:35])[cH:34]1)(=[O:24])=[O:25].[K+:20].[OH2:38]>>[CH3:1][N:2]1[CH2:3][CH2:4][N:5]([c:8]2[c:9](=[O:14])[n:10]([CH2:26][CH2:27][O:28][c:29]3[c:30]([F:37])[cH:31][c:32]([F:36])[c:33]([F:35])[cH:34]3)[cH:11][cH:12][n:13]2)[CH2:6][CH2:7]1. Reactants: C(C)(C)N1C=NC(=C1C1=NC(NC=C1)=S(=O)=O)C1=CC=C(C=C1)F (1-isopropyl-4-(4-fluorophenyl)-5-[(2-sulfonyl)pyrimidin-4-yl]imidazole), C1(CCCCC1)N1C=NC(=C1C1=NC(NC=C1)=S(=O)=O)C1=CC=C(C=C1)F (1-cyclohexyl-4-(4-fluorophenyl)-5-[(2-sulfonyl)pyrimidin-4-yl]imidazole). Yields the product C(C)(C)N1C=NC(=C1C1=NC(=NC=C1)NC1=CC=CC=C1)C1=CC=C(C=C1)F (1-Isopropyl-4-(4-fluorophenyl)-5-[2-phenylamino-pyrimidin-4-yl]imidazole). RXN SMILES: [CH:1]([N:4]1[C:8]([C:9]2[CH:14]=[CH:13][NH:12][C:11](=S(=O)=O)[N:10]=2)=[C:7]([C:18]2[CH:23]=[CH:22][C:21]([F:24])=[CH:20][CH:19]=2)[N:6]=[CH:5]1)([CH3:3])[CH3:2].[CH:25]1([N:31]2C(C3C=CNC(=S(=O)=O)N=3)=C(C3C=CC(F)=CC=3)N=C2)[CH2:30][CH2:29][CH2:28][CH2:27][CH2:26]1>>[CH:1]([N:4]1[C:8]([C:9]2[CH:14]=[CH:13][N:12]=[C:11]([NH:31][C:25]3[CH:30]=[CH:29][CH:28]=[CH:27][CH:26]=3)[N:10]=2)=[C:7]([C:18]2[CH:23]=[CH:22][C:21]([F:24])=[CH:20][CH:19]=2)[N:6]=[CH:5]1)([CH3:3])[CH3:2]. Procedure details: The reaction was conducted in a manner analogous to Example 2d except substituting polymer-bound 1-isopropyl-4-(4-fluorophenyl)-5-[(2-sulfonyl)pyrimidin-4-yl]imidazole for polymer-bound 1-cyclohexyl-4-(4-fluorophenyl)-5-[(2-sulfonyl)pyrimidin-4-yl]imidazole: ESMS m/z=374 (MH)+ Reactants: C(C1=CC=CC=C1)OC1=CC(N(C=C1)CC(=O)C1=CC(=C(C=C1)CBr)F)=O (4-Benzyloxy-1-[2-(4-bromomethyl-3-fluoro-phenyl)-2-oxo-ethyl]-1H-pyridin-2-one), N1CCCC1 (pyrrolidine). The product is C(C1=CC=CC=C1)OC1=CC(N(C=C1)CC(=O)C1=CC(=C(C=C1)CN1CCCC1)F)=O (4-Benzyloxy-1-[2-(3-fluoro-4-pyrrolidin-1-ylmethyl-phenyl)-2-oxo-ethyl]-1H-pyridin-2-one). Reaction SMILES: [CH2:1]([O:8][C:9]1[CH:14]=[CH:13][N:12]([CH2:15][C:16]([C:18]2[CH:23]=[CH:22][C:21]([CH2:24]Br)=[C:20]([F:26])[CH:19]=2)=[O:17])[C:11](=[O:27])[CH:10]=1)[C:2]1[CH:7]=[CH:6][CH:5]=[CH:4][CH:3]=1.[NH:28]1[CH2:32][CH2:31][CH2:30][CH2:29]1>>[CH2:1]([O:8][C:9]1[CH:14]=[CH:13][N:12]([CH2:15][C:16]([C:18]2[CH:23]=[CH:22][C:21]([CH2:24][N:28]3[CH2:32][CH2:31][CH2:30][CH2:29]3)=[C:20]([F:26])[CH:19]=2)=[O:17])[C:11](=[O:27])[CH:10]=1)[C:2]1[CH:7]=[CH:6][CH:5]=[CH:4][CH:3]=1. Procedure details: 4-Benzyloxy-1-[2-(3-fluoro-4-pyrrolidin-1-ylmethyl-phenyl)-2-oxo-ethyl]-1H-pyridin-2-one is prepared as example 1.1b from 105 mg (0.24 mmol) 4-benzyloxy-1-[2-(4-bromomethyl-3-fluoro-phenyl)-2-oxo-ethyl]-1H-pyridin-2-one (preparation 16h) and 0.06 mL (0.73 mmol) pyrrolidine. Starting materials: C1(=CC=CC=C1)C1=NN2C(C=C(C=C2N)C2=CC=NC=C2)=N1 (2-phenyl-7-pyridin-4-yl-[1,2,4]triazolo[1,5-a]pyridin-5-ylamine), ClC1=C(C=CC=C1)CC(=O)Cl (2-chlorophenylacetyl chloride). Yields the product ClC1=C(C=CC=C1)CC(=O)NC1=CC(=CC=2N1N=C(N2)C2=CC=CC=C2)C2=CC=NC=C2 (2-(2-Chloro-phenyl)-N-(2-phenyl-7-pyridin-4-yl-[1,2,4]triazolo[1,5-a]pyridin-5-yl)-acetamide). RXN SMILES: [C:1]1([C:7]2[N:22]=[C:10]3[CH:11]=[C:12]([C:16]4[CH:21]=[CH:20][N:19]=[CH:18][CH:17]=4)[CH:13]=[C:14]([NH2:15])[N:9]3[N:8]=2)[CH:6]=[CH:5][CH:4]=[CH:3][CH:2]=1.[Cl:23][C:24]1[CH:29]=[CH:28][CH:27]=[CH:26][C:25]=1[CH2:30][C:31](Cl)=[O:32]>>[Cl:23][C:24]1[CH:29]=[CH:28][CH:27]=[CH:26][C:25]=1[CH2:30][C:31]([NH:15][C:14]1[N:9]2[N:8]=[C:7]([C:1]3[CH:2]=[CH:3][CH:4]=[CH:5][CH:6]=3)[N:22]=[C:10]2[CH:11]=[C:12]([C:16]2[CH:21]=[CH:20][N:19]=[CH:18][CH:17]=2)[CH:13]=1)=[O:32]. Procedure: The title compound, MS m/e (%): 440 (M+H+, 100), was prepared in accordance with the general method of example 31 from 2-phenyl-7-pyridin-4-yl-[1,2,4]triazolo[1,5-a]pyridin-5-ylamine and 2-chlorophenylacetyl chloride. The reactants are COC(=O)c1cn(-c2cc3c(=O)n(NS(C)(=O)=O)c(=O)[nH]c3cc2C(F)(F)F)cn1, CN(C)C=O, NC=O. The product is CS(=O)(=O)Nn1c(=O)[nH]c2cc(C(F)(F)F)c(-n3cnc(C(N)=O)c3)cc2c1=O. Reaction SMILES: [CH3:1][O:2][C:3](=[O:4])[c:5]1[n:6][cH:7][n:8](-[c:10]2[cH:11][c:12]3[c:13](=[O:30])[n:14]([NH:25][S:26](=[O:27])(=[O:28])[CH3:29])[c:15](=[O:24])[nH:16][c:17]3[cH:18][c:19]2[C:20]([F:21])([F:22])[F:23])[cH:9]1.[CH3:34][N:35]([CH3:36])[CH:37]=[O:38].[CH:31](=[O:32])[NH2:33]>>[O:2]=[C:3]([c:5]1[n:6][cH:7][n:8](-[c:10]2[cH:11][c:12]3[c:13](=[O:30])[n:14]([NH:25][S:26](=[O:27])(=[O:28])[CH3:29])[c:15](=[O:24])[nH:16][c:17]3[cH:18][c:19]2[C:20]([F:21])([F:22])[F:23])[cH:9]1)[NH2:33]. Product: BrC=1C=2C3=C(C(N(C3=CC1)CC(=O)O)=S)C=CC2 (6-bromo-2-thioxo-benz[cd]indole-1(2H)-acetic Acid). Yield: 53.9%. Run at time 1 hour. Solvent: C(C)(=O)O (acetic acid), C(C)(=O)O (acetic acid), C(C)(=O)O (acetic acid). As a reaction SMILES: [S:1]=[C:2]1[C:10]2[CH:11]=[CH:12][CH:13]=[C:8]3[C:9]=2[C:4](=[CH:5][CH:6]=[CH:7]3)[N:3]1[CH2:14][C:15]([OH:17])=[O:16].[Br:18]Br>C(O)(=O)C>[Br:18][C:7]1[C:8]2[C:9]3[C:4](=[CH:5][CH:6]=1)[N:3]([CH2:14][C:15]([OH:17])=[O:16])[C:2](=[S:1])[C:10]=3[CH:11]=[CH:12][CH:13]=2. The reactants are S=C1N(C2=CC=CC=3C2=C1C=CC3)CC(=O)O (2-thioxo-benz[cd]indole-1(2H)-acetic acid), BrBr (bromine). Reported procedure: To a suspension of 2-thioxo-benz[cd]indole-1(2H)-acetic acid (4.2 g, 17.26 mmol, described in Example 6), in glacial acetic acid (80 mL) was added a solution of bromine (3.59 g, 22.44 mmol) in glacial acetic acid (20 mL) in two portions with mechanical stirring within one hour. After initial clearing of the suspension, a heavy precipitate was formed. More acetic acid (60 mL) was added in order to make stirring more efficient. The mixture was filtered and the precipitate was washed twice with wat...